From a dataset of the Open Reaction Database (ORD), a public repository of structured organic reaction records. describe an organic reaction: reactants, conditions, products, and yield The reactants are CS(=O)(=O)OCC1COC(Cn2ccnc2)(c2ccc(Cl)cc2Cl)O1, CS(C)=O, [H-], [H][H], [Na+], Oc1ccc2c(c1)CCNC2. Product: Clc1ccc(C2(Cn3ccnc3)OCC(COc3ccc4c(c3)CCNC4)O2)c(Cl)c1. RXN SMILES: [CH3:16][S:17]([O:18][CH2:21][CH:22]1[O:23][C:24]([CH2:27][n:28]2[cH:29][n:30][cH:31][cH:32]2)([c:33]2[c:34]([Cl:40])[cH:35][c:36]([Cl:39])[cH:37][cH:38]2)[O:25][CH2:26]1)(=[O:19])=[O:20].[CH3:41][S:42](=[O:43])[CH3:44].[H-:1].[H:14][H:15].[Na+:2].[OH:3][c:4]1[cH:5][c:6]2[c:11]([cH:12][cH:13]1)[CH2:10][NH:9][CH2:8][CH2:7]2>>[O:3]([c:4]1[cH:5][c:6]2[c:11]([cH:12][cH:13]1)[CH2:10][NH:9][CH2:8][CH2:7]2)[CH2:21][CH:22]1[O:23][C:24]([CH2:27][n:28]2[cH:29][n:30][cH:31][cH:32]2)([c:33]2[c:34]([Cl:40])[cH:35][c:36]([Cl:39])[cH:37][cH:38]2)[O:25][CH2:26]1. The reactants are [O-]CC.[Na+] (sodium ethoxide), O (Water), O=C(CC(=O)OCC)C=1SC=CC1 (Ethyl 3-oxo-3-(2-thienyl)propanoate), N(=[N+]=[N-])C1=CC=C(C(=O)NCC)C=C1 (4-azido-N-ethylbenzamide). Run in C(C)O (ethanol), C(C)O (ethanol), C(C)O (ethanol). Run at temperature 60 celsius, time 7 hour. The product is C(C)NC(=O)C1=CC=C(C=C1)N1N=NC(=C1C=1SC=CC1)C(=O)O (1-{4-[(ethylamino)carbonyl]phenyl}-5-(2-thienyl)-1H-1,2,3-triazole-4-carboxylic acid). The yield is 89.3%. RXN SMILES: O=[C:2]([C:9]1[S:10][CH:11]=[CH:12][CH:13]=1)[CH2:3][C:4]([O:6]CC)=[O:5].[N:14]([C:17]1[CH:27]=[CH:26][C:20]([C:21]([NH:23][CH2:24][CH3:25])=[O:22])=[CH:19][CH:18]=1)=[N+:15]=[N-:16].[O-]CC.[Na+].O>C(O)C>[CH2:24]([NH:23][C:21]([C:20]1[CH:26]=[CH:27][C:17]([N:14]2[C:2]([C:9]3[S:10][CH:11]=[CH:12][CH:13]=3)=[C:3]([C:4]([OH:6])=[O:5])[N:16]=[N:15]2)=[CH:18][CH:19]=1)=[O:22])[CH3:25] |f:2.3|. Reported procedure: Ethyl 3-oxo-3-(2-thienyl)propanoate (500 mg, 2.50 mmol) and 4-azido-N-ethylbenzamide (500 mg, 2.50 mmol, 1.0 eq.) obtained in Example 43a) were dissolved in ethanol (20 ml), a solution of sodium ethoxide in ethanol (20%, 1.3 g, 3.82 mmol, 1.5 eq.) was added, and the mixture was stirred at room temperature for 30 min and at 60° C. for 7 hr. Water (20 ml) was added to the reaction mixture, ethanol was evaporated, and the residue was diluted with 2% aqueous sodium carbonate solution (20 ml) and was... As a reaction SMILES: [Cl:1][C:2]1[CH:9]=[C:8](F)[CH:7]=[CH:6][C:3]=1[C:4]#[N:5].[NH2:11][C@@H:12]([CH2:16][C:17]([O:19][C:20]([CH3:23])([CH3:22])[CH3:21])=[O:18])[C:13]([OH:15])=[O:14].C([O-])(O)=O.[Na+]>CS(C)=O.O>[Cl:1][C:2]1[CH:9]=[C:8]([NH:11][C@@H:12]([CH2:16][C:17]([O:19][C:20]([CH3:23])([CH3:22])[CH3:21])=[O:18])[C:13]([OH:15])=[O:14])[CH:7]=[CH:6][C:3]=1[C:4]#[N:5] |f:2.3|. Reactants: ClC1=C(C#N)C=CC(=C1)F (2-Chloro-4-fluorobenzonitrile), N[C@H](C(=O)O)CC(=O)OC(C)(C)C ((2S)-2-amino-4-[(1,1-dimethylethyl)oxy]-4-oxobutanoic acid), C(=O)(O)[O-].[Na+] (NaHCO3). Product: ClC=1C=C(C=CC1C#N)N[C@H](C(=O)O)CC(=O)OC(C)(C)C ((2S)-2-[(3-Chloro-4-cyanophenyl)amino]-4-[(1,1-dimethylethyl)oxy]-4-oxobutanoic acid). Procedure: 2-Chloro-4-fluorobenzonitrile (2.13 g, 13.8 mmol), (2S)-2-amino-4-[(1,1-dimethylethyl)oxy]-4-oxobutanoic acid (2.6 g, 13.8 mmol) and NaHCO3 (3.5 g, 41.4 mmol) in DMSO (70 mL) and H2O (10 mL) were stirred at 95° C. for 15 h. After cooling, the reaction mixture was diluted with H2O (100 mL) and washed with Et2O (100 mL). The H2O layer was acidified to Congo Red midpoint and extracted with Et2O (2×). The combined organic extracts were washed with H2O, dried over Na2SO4, filtered, and concentrated t... Isolated yield 80.1%. Solvent: CS(=O)C (DMSO), O (H2O), O (H2O). Starting materials: Br, Cl, [Cu]Br, O=N[O-], Nc1ccc2ncsc2c1, N, [Na+], O. Product: Brc1ccc2ncsc2c1. As a reaction SMILES: [BrH:16].[ClH:18].[Cu:19][Br:20].[N:1]([O-:2])=[O:3].[NH2:5][c:6]1[cH:7][c:8]2[c:9]([n:10][cH:11][s:12]2)[cH:13][cH:14]1.[NH3:15].[Na+:4].[OH2:17]>>[c:6]1([Br:16])[cH:7][c:8]2[c:9]([n:10][cH:11][s:12]2)[cH:13][cH:14]1. The reactants are C(#N)NC(SC)=NCCSCC1=NC=CC=C1O (N-cyano-N'-[2-((3-hydroxy-2-pyridyl)-methylthio)ethyl]-S-methylisothiourea), CN (methylamine). The solvent is C(C)O (ethanol). Run at time 2.5 hour. Product: C(#N)NC(=NC)NCCSCC1=NC=CC=C1O (N-cyano-N'-[2-((3-hydroxy-2-pyridyl)methylthio)ethyl]-N"-methylguanidine). RXN SMILES: [C:1]([NH:3][C:4](=[N:7][CH2:8][CH2:9][S:10][CH2:11][C:12]1[C:17]([OH:18])=[CH:16][CH:15]=[CH:14][N:13]=1)SC)#[N:2].[CH3:19][NH2:20]>C(O)C>[C:1]([NH:3][C:4]([NH:7][CH2:8][CH2:9][S:10][CH2:11][C:12]1[C:17]([OH:18])=[CH:16][CH:15]=[CH:14][N:13]=1)=[N:20][CH3:19])#[N:2]. Procedure: A mixture of N-cyano-N'-[2-((3-hydroxy-2-pyridyl)-methylthio)ethyl]-S-methylisothiourea (4.8 g) and excess methylamine in ethanol was allowed to stand at room temperature for 2.5 hours. Following concentration under reduced pressure, the residue was chromatographed on a column of silica gel with ethyl acetate containing 15% isopropyl alcohol as eluant and recrystallisation from isopropyl alcohol-petroleum ether gave N-cyano-N'-[2-((3-hydroxy-2-pyridyl)methylthio)ethyl]-N"-methylguanidine (2.4 g)... The reactants are C(CC(=O)C)(=O)OC(C)(C)C (1,1-dimethylethyl acetoacetate), C(C)C(C=CC=O)=C(C1=CC=C(C=C1)F)C1=CC=C(C=C1)F (4-ethyl- 5,5-bis-(4-fluorophenyl)-2,4-pentadienal). Run in O1CCCC1 (tetrahydrofuran). Conditions: time 3 hour. Yields the product C(C)C(C=CC(CC(CC(=O)OC(C)(C)C)=O)O)=C(C1=CC=C(C=C1)F)C1=CC=C(C=C1)F (1,1-Dimethylethyl 8-ethyl-9,9-bis(4-fluorophenyl)-5-hydroxy-3-oxo-6,8-nondienoate). Yield: 71.9%. As a reaction SMILES: [C:1]([O:7][C:8]([CH3:11])([CH3:10])[CH3:9])(=[O:6])[CH2:2][C:3]([CH3:5])=[O:4].[CH2:12]([C:14](=[C:19]([C:27]1[CH:32]=[CH:31][C:30]([F:33])=[CH:29][CH:28]=1)[C:20]1[CH:25]=[CH:24][C:23]([F:26])=[CH:22][CH:21]=1)[CH:15]=[CH:16][CH:17]=[O:18])[CH3:13]>O1CCCC1>[CH2:12]([C:14](=[C:19]([C:20]1[CH:21]=[CH:22][C:23]([F:26])=[CH:24][CH:25]=1)[C:27]1[CH:32]=[CH:31][C:30]([F:33])=[CH:29][CH:28]=1)[CH:15]=[CH:16][CH:17]([OH:18])[CH2:5][C:3](=[O:4])[CH2:2][C:1]([O:7][C:8]([CH3:11])([CH3:10])[CH3:9])=[O:6])[CH3:13]. Procedure: The dianion of 1,1-dimethylethyl acetoacetate (20 mL of 0.5 M solution, 10 mmol) was added to a solution of 4-ethyl- 5,5-bis-(4-fluorophenyl)-2,4-pentadienal (2.0 g, 6.7 mmol) in 20 mL of tetrahydrofuran at -70° C. The mixture was stirred for 3 hours during which time the temperature was allowed to rise to -30° C. and quenched with saturated ammonium chloride solution. The mixture was extracted with diethyl ether, the extracts dried over magnesium sulfate and concentrated in vacuo. The residue w... Procedure: The title compound was prepared from 5-ethyl-2-fluoro-4-[3-(4,5,6,7-tetrahydro-1H-imidazo[4,5-c]pyridin-2-yl)-1H-indazol-6-yl]-phenol trihydrobromide salt (Preparation 25, 50 mg, 80 μmol) and 6-phenoxy-pyridine-3-sulfonyl chloride (22 mg, 80 μmol) using the method of Example 6. The crude material was purified by HPLC Method A to afford 8.4 mg of the title compound. Isolated yield 17.2%. As a reaction SMILES: Br.Br.Br.[CH2:4]([C:6]1[C:7]([C:14]2[CH:22]=[C:21]3[C:17]([C:18]([C:23]4[NH:24][C:25]5[CH2:30][CH2:29][NH:28][CH2:27][C:26]=5[N:31]=4)=[N:19][NH:20]3)=[CH:16][CH:15]=2)=[CH:8][C:9]([F:13])=[C:10]([OH:12])[CH:11]=1)[CH3:5].[O:32]([C:39]1[N:44]=[CH:43][C:42]([S:45](Cl)(=[O:47])=[O:46])=[CH:41][CH:40]=1)[C:33]1[CH:38]=[CH:37][CH:36]=[CH:35][CH:34]=1>>[CH2:4]([C:6]1[C:7]([C:14]2[CH:22]=[C:21]3[C:17]([C:18]([C:23]4[NH:24][C:25]5[CH2:30][CH2:29][N:28]([S:45]([C:42]6[CH:43]=[N:44][C:39]([O:32][C:33]7[CH:38]=[CH:37][CH:36]=[CH:35][CH:34]=7)=[CH:40][CH:41]=6)(=[O:46])=[O:47])[CH2:27][C:26]=5[N:31]=4)=[N:19][NH:20]3)=[CH:16][CH:15]=2)=[CH:8][C:9]([F:13])=[C:10]([OH:12])[CH:11]=1)[CH3:5] |f:0.1.2.3|. The reactants are Br.Br.Br.C(C)C=1C(=CC(=C(C1)O)F)C1=CC=C2C(=NNC2=C1)C=1NC2=C(CNCC2)N1 (5-ethyl-2-fluoro-4-[3-(4,5,6,7-tetrahydro-1H-imidazo[4,5-c]pyridin-2-yl)-1H-indazol-6-yl]-phenol trihydrobromide salt), O(C1=CC=CC=C1)C1=CC=C(C=N1)S(=O)(=O)Cl (6-phenoxy-pyridine-3-sulfonyl chloride). Yields the product C(C)C=1C(=CC(=C(C1)O)F)C1=CC=C2C(=NNC2=C1)C=1NC2=C(CN(CC2)S(=O)(=O)C=2C=NC(=CC2)OC2=CC=CC=C2)N1 (5-Ethyl-2-fluoro-4-{3-[5-(6-phenoxy-pyridine-3-sulfonyl)-4,5,6,7-tetrahydro-1H-imidazo[4,5-c]pyridin-2-yl]-1H-indazol-6-yl}-phenol).